From a dataset of the Open Reaction Database (ORD), a public repository of structured organic reaction records. describe an organic reaction: reactants, conditions, products, and yield Reactants: CI, [H-], CCCCC(O)c1nc2c(N)nc3ccccc3c2n1CC(C)C, [Na+]. The product is CCCCC(OC)c1nc2c(N)nc3ccccc3c2n1CC(C)C. RXN SMILES: [CH3:27][I:28].[H-:1].[NH2:3][c:4]1[n:5][c:6]2[cH:7][cH:8][cH:9][cH:10][c:11]2[c:12]2[c:13]1[n:14][c:15]([CH:21]([OH:22])[CH2:23][CH2:24][CH2:25][CH3:26])[n:16]2[CH2:17][CH:18]([CH3:19])[CH3:20].[Na+:2]>>[NH2:3][c:4]1[n:5][c:6]2[cH:7][cH:8][cH:9][cH:10][c:11]2[c:12]2[c:13]1[n:14][c:15]([CH:21]([O:22][CH3:27])[CH2:23][CH2:24][CH2:25][CH3:26])[n:16]2[CH2:17][CH:18]([CH3:19])[CH3:20]. The reactants are C(C)(=O)OC(C(C)[N+](=O)[O-])CC(CCC=C(CCC=C(C)C)C)C (5,9,13-Trimethyl-2-nitrotetradeca-8,12-dien-3-yl acetate), CC(C)([O-])C.[K+] (potassium t-butoxide), CCOCC (ether), O (H2O). The solvent is C(C)(C)(C)O (t-butyl alcohol), C(C)(C)(C)O (t-butyl alcohol). Reaction conditions: time 1 hour. Yields the product CC(CC=C(C)[N+](=O)[O-])CCC=C(CCC=C(C)C)C (5,9,13-Trimethyl-2-nitrotetradeca-2,8,12-triene). Yield: 37.4%. As a reaction SMILES: C(O[CH:5]([CH2:11][CH:12]([CH3:24])[CH2:13][CH2:14][CH:15]=[C:16]([CH3:23])[CH2:17][CH2:18][CH:19]=[C:20]([CH3:22])[CH3:21])[CH:6]([N+:8]([O-:10])=[O:9])[CH3:7])(=O)C.CC(C)([O-])C.[K+].CCOCC.O>C(O)(C)(C)C>[CH3:24][CH:12]([CH2:13][CH2:14][CH:15]=[C:16]([CH3:23])[CH2:17][CH2:18][CH:19]=[C:20]([CH3:22])[CH3:21])[CH2:11][CH:5]=[C:6]([N+:8]([O-:10])=[O:9])[CH3:7] |f:1.2|. Procedure: A solution of 1.30 g of 5 in 25 mL of t-butyl alcohol was added to a solution of 30 mL of t-butyl alcohol containing 0.53 g of potassium t-butoxide. The reaction mixture was stirred at room temperature for 1 h, whereupon it was added to 150 mL of ether and 20 mL of H2O. The organic layer was separated and dried over MgSO4, and the solvent was removed by rotary evaporation to afford 0.40 g of racemic RG-4, predominantly the (E)-isomer. 1H NMR δ (ppm) 7.18 (t, CH═CNO2), 5.2 (t, CH3C(CH3)═CH and CH... Reactants: C(CCCCCC)NCC (N-heptyl-N-ethylamine), COC(CCCCC(=O)Cl)=O (hexanedioic acid monochloride monomethyl ester). Run in C(Cl)Cl (CH2Cl2). Run at time 18 hour. The product is C(CCCCCC)N(C(CCCCC(=O)OC)=O)CC (N-heptyl-N-ethyladipamic acid, methyl ester). Reaction SMILES: [CH2:1]([NH:8][CH2:9][CH3:10])[CH2:2][CH2:3][CH2:4][CH2:5][CH2:6][CH3:7].[CH3:11][O:12][C:13](=[O:21])[CH2:14][CH2:15][CH2:16][CH2:17][C:18](Cl)=[O:19]>C(Cl)Cl>[CH2:1]([N:8]([CH2:9][CH3:10])[C:18](=[O:19])[CH2:17][CH2:16][CH2:15][CH2:14][C:13]([O:12][CH3:11])=[O:21])[CH2:2][CH2:3][CH2:4][CH2:5][CH2:6][CH3:7]. Procedure details: To a solution of 3.2 gms of the N-heptyl-N-ethylamine in 96 ml of CH2Cl2 are added 5.7 ml of Et3 followed by 3.63 ml of hexanedioic acid monochloride monomethyl ester. This mixture is stirred at room temperature for 18 hours; and after concentrating under vacuum, the residue obtained is partitioned between ethyl acetate and an aqueous 2N HCl solution. The organic layer is separated and washed with aqueous saturated NaHCO3, then brine, and dried over MgSO4. Following filtration and concentration ...